This data is from the Open Reaction Database (ORD), a public repository of structured organic reaction records. The task is: describe an organic reaction: reactants, conditions, products, and yield The reactants are COc1cc(N2CCN(C(=O)Cn3nc(Br)c(Cl)c3C)CC2)ccc1Cl, C1CCNC1, CCOC(C)=O, CO, [K+], [K+], [K+], CN(C)C=O, O=C(C=Cc1ccccc1)C=Cc1ccccc1, O=C(C=Cc1ccccc1)C=Cc1ccccc1, O=C(C=Cc1ccccc1)C=Cc1ccccc1, O, O=P([O-])([O-])[O-], [Pd], [Pd]. Product: COc1cc(N2CCN(C(=O)Cn3ncc(Cl)c3C)CC2)ccc1Cl. RXN SMILES: [Br:1][c:2]1[n:3][n:4]([CH2:9][C:10](=[O:11])[N:12]2[CH2:13][CH2:14][N:15]([c:18]3[cH:19][c:20]([O:25][CH3:26])[c:21]([Cl:24])[cH:22][cH:23]3)[CH2:16][CH2:17]2)[c:5]([CH3:8])[c:6]1[Cl:7].[CH2:27]1[CH2:28][NH:29][CH2:30][CH2:31]1.[CH3:104][CH2:105][O:106][C:107]([CH3:108])=[O:109].[CH3:41][OH:42].[K+:37].[K+:38].[K+:39].[O:43]=[CH:44][N:45]([CH3:46])[CH3:47].[O:50]=[C:51]([CH:52]=[CH:53][c:54]1[cH:55][cH:56][cH:57][cH:58][cH:59]1)[CH:60]=[CH:61][c:62]1[cH:63][cH:64][cH:65][cH:66][cH:67]1.[O:68]=[C:69]([CH:70]=[CH:71][c:72]1[cH:73][cH:74][cH:75][cH:76][cH:77]1)[CH:78]=[CH:79][c:80]1[cH:81][cH:82][cH:83][cH:84][cH:85]1.[O:86]=[C:87]([CH:88]=[CH:89][c:90]1[cH:91][cH:92][cH:93][cH:94][cH:95]1)[CH:96]=[CH:97][c:98]1[cH:99][cH:100][cH:101][cH:102][cH:103]1.[OH2:40].[P:32]([O-:33])([O-:34])([O-:35])=[O:36].[Pd:48].[Pd:49]>>[cH:2]1[n:3][n:4]([CH2:9][C:10](=[O:11])[N:12]2[CH2:13][CH2:14][N:15]([c:18]3[cH:19][c:20]([O:25][CH3:26])[c:21]([Cl:24])[cH:22][cH:23]3)[CH2:16][CH2:17]2)[c:5]([CH3:8])[c:6]1[Cl:7]. The reactants are OC1[C@H]([C@@H](O)[C@H](O)[C@H](O1)CO)NC(=O)C (ManNAc), CC(=O)OC(=O)C (Ac2O), C(C=C)O (allyl alcohol), BF3 ·OEt2. Solvent: N1=CC=CC=C1 (pyridine), C[N+](=O)[O-] (CH3NO2). Yields the product C(C)(=O)N[C@@H]1[C@@H](OCC=C)O[C@@H]([C@H]([C@@H]1OC(C)=O)OC(C)=O)COC(C)=O (allyl 2-acetamido-3,4,6-tri-O-acetyl-2-deoxy-α-D-mannopyranoside). Reaction SMILES: [OH:1][CH:2]1[O:9][C@H:8]([CH2:10][OH:11])[C@@H:6]([OH:7])[C@H:4]([OH:5])[C@@H:3]1[NH:12][C:13]([CH3:15])=[O:14].CC(O[C:20]([CH3:22])=[O:21])=O.[CH2:23]([OH:26])[CH:24]=C>N1C=CC=CC=1.C[N+]([O-])=O>[C:13]([NH:12][C@H:3]1[C@@H:4]([O:5][C:23](=[O:26])[CH3:24])[C@H:6]([O:7][C:2](=[O:1])[CH3:3])[C@@H:8]([CH2:10][O:11][C:20](=[O:21])[CH3:22])[O:9][C@@H:2]1[O:1][CH2:8][CH:6]=[CH2:4])(=[O:14])[CH3:15]. Procedure details: A solution of ManNAc (5.0 g, 2.6 mmol), and Ac2O (10 mL) in pyridine (20 mL) was stirred for 10 hours at room temperature, and the mixture was concentrated, followed by coevaporation with toluene. A solution of the residue, allyl alcohol (2.63 g, 45.2 mmol; 3.1 mL), BF3 ·OEt2 (1.60 g, 11.3 mmol; 1.39 mL) in CH3NO2 (150 mL) was gently refluxed for 2.5 hours. After cooling, the mixture was concentrated. The residue was chromatographed on silica gel, with toluene-EtOAc (1:2) to give allyl 2-acetami... Starting materials: COc1ccc(N)cc1, [Cl-], Cl, c1ccncc1. Product: COc1ccc(Nc2ccncc2)cc1. Reaction SMILES: [CH3:3][O:4][c:5]1[cH:6][cH:7][c:8]([NH2:11])[cH:9][cH:10]1.[Cl-:2].[ClH:1].[cH:12]1[cH:13][cH:14][n:15][cH:16][cH:17]1>>[CH3:3][O:4][c:5]1[cH:6][cH:7][c:8]([NH:11][c:12]2[cH:13][cH:14][n:15][cH:16][cH:17]2)[cH:9][cH:10]1.